From a dataset of the Open Reaction Database (ORD), a public repository of structured organic reaction records. describe an organic reaction: reactants, conditions, products, and yield Reactants: C(#N)C1=C(C=C(N)C(=C1)[N+](=O)[O-])F (4-cyano-3-fluoro-6-nitroaniline), C(C)N1CC(NCC1)C (1-ethyl-3-methylpiperazine). The product is C(C)N1CC(N(CC1)C=1C(=CC(=C(N)C1)[N+](=O)[O-])C)C (5-(4-Ethyl-2-methylpiperazin-1-yl)-4-methyl-2-nitroaniline). Reaction SMILES: [C:1]([C:3]1[CH:9]=[C:8]([N+:10]([O-:12])=[O:11])[C:6]([NH2:7])=[CH:5][C:4]=1F)#N.[CH2:14]([N:16]1[CH2:21][CH2:20][NH:19][CH:18]([CH3:22])[CH2:17]1)[CH3:15]>>[CH2:14]([N:16]1[CH2:21][CH2:20][N:19]([C:4]2[C:3]([CH3:1])=[CH:9][C:8]([N+:10]([O-:12])=[O:11])=[C:6]([CH:5]=2)[NH2:7])[CH:18]([CH3:22])[CH2:17]1)[CH3:15]. Procedure: A reaction was conducted by the method similar to Example 143-1) except that the compound of 1) above was used in place of 4-cyano-3-fluoro-6-nitroaniline and 1-ethyl-3-methylpiperazine was used in place of 1-tert-butoxycarbonyl-3-methylpiperazine, to provide the title compound as an orange-yellow solid.